This data is from the Open Reaction Database (ORD), a public repository of structured organic reaction records. The task is: describe an organic reaction: reactants, conditions, products, and yield Yields the product BrC1=CC(=NC=C1)C(=O)NC1=CC(=CC=C1)C(C)C (4-bromo-N-(3-isopropylphenyl)picolinamide). Procedure details: In a manner similar to that describe in Preparation 34, 4-bromo-pyridine-2-carboxylic acid and 3-isopropylaniline were converted to the title compound. Reactants: BrC1=CC(=NC=C1)C(=O)O (4-bromo-pyridine-2-carboxylic acid), C(C)(C)C=1C=C(N)C=CC1 (3-isopropylaniline). As a reaction SMILES: [Br:1][C:2]1[CH:7]=[CH:6][N:5]=[C:4]([C:8]([OH:10])=O)[CH:3]=1.[CH:11]([C:14]1[CH:15]=[C:16]([CH:18]=[CH:19][CH:20]=1)[NH2:17])([CH3:13])[CH3:12]>>[Br:1][C:2]1[CH:7]=[CH:6][N:5]=[C:4]([C:8]([NH:17][C:16]2[CH:18]=[CH:19][CH:20]=[C:14]([CH:11]([CH3:13])[CH3:12])[CH:15]=2)=[O:10])[CH:3]=1. Reactants: CC(C)=O, COc1ccc([N+](=O)[O-])c(C=O)c1OC, CC(C)O, [K+], O=[Mn](=O)(=O)[O-], O. Product: COc1ccc([N+](=O)[O-])c(C(=O)O)c1OC. As a reaction SMILES: [CH3:16][C:17]([CH3:18])=[O:19].[CH3:1][O:2][c:3]1[c:4]([CH:5]=[O:6])[c:7]([N+:13](=[O:14])[O-:15])[cH:8][cH:9][c:10]1[O:11][CH3:12].[CH:26]([OH:27])([CH3:28])[CH3:29].[K+:25].[Mn:20]([O-:21])(=[O:22])(=[O:23])=[O:24].[OH2:30]>>[CH3:1][O:2][c:3]1[c:4]([C:5](=[O:6])[OH:19])[c:7]([N+:13](=[O:14])[O-:15])[cH:8][cH:9][c:10]1[O:11][CH3:12]. Starting materials: O (water), ClC=1C=C(OC2CCNCC2)C=CC1 (4-m-chlorophenoxypiperidine), C([O-])(O)=O.[Na+] (sodium bicarbonate), BrCC(=O)Br (bromoacetyl bromide). Run in C(Cl)Cl (methylene chloride), C(Cl)Cl (methylene chloride). Run at time 3 hour. The product is BrCC(=O)N1CCC(CC1)OC1=CC(=CC=C1)Cl (N-(2-bromoacetyl)-4-(m-chlorophenoxy)piperidine). RXN SMILES: C(=O)(O)[O-].[Na+].[Br:6][CH2:7][C:8](Br)=[O:9].[Cl:11][C:12]1[CH:13]=[C:14]([CH:22]=[CH:23][CH:24]=1)[O:15][CH:16]1[CH2:21][CH2:20][NH:19][CH2:18][CH2:17]1.O>C(Cl)Cl>[Br:6][CH2:7][C:8]([N:19]1[CH2:18][CH2:17][CH:16]([O:15][C:14]2[CH:22]=[CH:23][CH:24]=[C:12]([Cl:11])[CH:13]=2)[CH2:21][CH2:20]1)=[O:9] |f:0.1|. Procedure: To a suspension of sodium bicarbonate (34 g, 0.040 mol), 400 ml of methylene chloride and bromoacetyl bromide (15.7 ml, 36.5 g, 0.176 mol) cooled by an ice/salt bath was added dropwise a solution of 4-m-chlorophenoxypiperidine (34.9 g, 0.165 mol) in 400 ml of methylene chloride. The reaction mixture was stirred 1 hour at 0° and 3 hours at room temperature. The reaction mixture was poured into water, extracted with methylene chloride, and the extract was washed with water, 3N HCl, saturated sodiu... Run in C1CCOC1 (THF). Run at time 1 hour. The reactants are COC(NC1=CC=C(C=C1)C1=NC(=C2C(=N1)N(N=C2)C2CCC(CC2)=O)N2CC1CCC(C2)O1)=O (methyl{4-[4-(8-oxa-3-azabicyclo[3.2.1]oct-3-yl)-1-(4-oxocyclohexyl)-1H-pyrazolo[3,4-d]pyrimidin-6-yl]phenyl}carbamate), [BH4-].[Na+] (sodium borohydride). Procedure: To a solution of methyl{4-[4-(8-oxa-3-azabicyclo[3.2.1]oct-3-yl)-1-(4-oxocyclohexyl)-1H-pyrazolo[3,4-d]pyrimidin-6-yl]phenyl}carbamate (63 mg) (0.13 mmol) in THF (2.0 mL) was added an excess of sodium borohydride. The mixture was stirred for 1 hr. at 50 C. The reaction was then cooled and quenched with water and extracted three times with EtOAc. Organics were dried (MgSO4) and concentrated in vacuo. The resulting oil was triturated with diethyl ether to give a white solid. The solid was filtered... Reaction SMILES: [CH3:1][O:2][C:3](=[O:35])[NH:4][C:5]1[CH:10]=[CH:9][C:8]([C:11]2[N:16]=[C:15]3[N:17]([CH:20]4[CH2:25][CH2:24][C:23](=[O:26])[CH2:22][CH2:21]4)[N:18]=[CH:19][C:14]3=[C:13]([N:27]3[CH2:33][CH:32]4[O:34][CH:29]([CH2:30][CH2:31]4)[CH2:28]3)[N:12]=2)=[CH:7][CH:6]=1.[BH4-].[Na+]>C1COCC1>[CH3:1][O:2][C:3](=[O:35])[NH:4][C:5]1[CH:6]=[CH:7][C:8]([C:11]2[N:16]=[C:15]3[N:17]([CH:20]4[CH2:25][CH2:24][CH:23]([OH:26])[CH2:22][CH2:21]4)[N:18]=[CH:19][C:14]3=[C:13]([N:27]3[CH2:33][CH:32]4[O:34][CH:29]([CH2:30][CH2:31]4)[CH2:28]3)[N:12]=2)=[CH:9][CH:10]=1 |f:1.2|. The product is COC(NC1=CC=C(C=C1)C1=NC(=C2C(=N1)N(N=C2)C2CCC(CC2)O)N2CC1CCC(C2)O1)=O (methyl{4-[1-(4-hydroxycyclohexyl)-4-(8-oxa-3-azabicyclo[3.2.1]oct-3-yl)-1H-pyrazolo[3,4-d]pyrimidin-6-yl]phenyl}carbamate). The product is C(C)(C)(C)OC(=O)N1CC(N(C(C12COCCOC2)=O)CC(=O)O)C2=CC=C(C=C2)F (2-(1-(tert-butoxycarbonyl)-3-(4-fluorophenyl)-5-oxo-8,11-dioxa-1,4-diazaspiro[5.6]dodecan-4-yl)ethanoic acid). Run in CO (MeOH). Reaction SMILES: [OH-].[Na+].[F:3][C:4]1[CH:9]=[CH:8][C:7]([CH:10]2[N:15]([CH2:16][C:17]([O:19]C)=[O:18])[C:14](=[O:21])[C:13]3([CH2:27][O:26][CH2:25][CH2:24][O:23][CH2:22]3)[N:12]([C:28]([O:30][C:31]([CH3:34])([CH3:33])[CH3:32])=[O:29])[CH2:11]2)=[CH:6][CH:5]=1>CO>[C:31]([O:30][C:28]([N:12]1[C:13]2([CH2:27][O:26][CH2:25][CH2:24][O:23][CH2:22]2)[C:14](=[O:21])[N:15]([CH2:16][C:17]([OH:19])=[O:18])[CH:10]([C:7]2[CH:6]=[CH:5][C:4]([F:3])=[CH:9][CH:8]=2)[CH2:11]1)=[O:29])([CH3:34])([CH3:32])[CH3:33] |f:0.1|. Procedure: 2.0 ml (2.0 mmol) of a 1N aqueous sodium hydroxide solution were added to 0.29 mg (0.61 mmol) tert-butyl 3-(4-fluorophenyl)-4-(2-methoxy-2-oxoethyl)-5-oxo-8,11-dioxa-1,4-diazaspiro[5.6]dodecane-1-carboxylate in 5 ml MeOH. After 1 h at RT MeOH was distilled off and the aqueous solution was acidified with 1N hydrochloric acid. The aqueous phase was extracted with ethyl acetate. The ethyl acetate phase was dried and evaporated down. The reactants are [OH-].[Na+] (sodium hydroxide), FC1=CC=C(C=C1)C1CN(C2(C(N1CC(=O)OC)=O)COCCOC2)C(=O)OC(C)(C)C (tert-butyl 3-(4-fluorophenyl)-4-(2-methoxy-2-oxoethyl)-5-oxo-8,11-dioxa-1,4-diazaspiro[5.6]dodecane-1-carboxylate).